This data is from the Open Reaction Database (ORD), a public repository of structured organic reaction records. The task is: describe an organic reaction: reactants, conditions, products, and yield Starting materials: ClCCl, C1COCCN1, CCN=C=NCCCN(C)C, COC1=C(OC)C(=O)C(Cc2ccc(OC)c(C(=O)O)c2)=C(C)C1=O, Cl, O. The product is COC1=C(OC)C(=O)C(Cc2ccc(OC)c(C(=O)N3CCOCC3)c2)=C(C)C1=O. Reaction SMILES: [CH2:19]([Cl:20])[Cl:21].[CH2:1]1[CH2:2][O:3][CH2:4][CH2:5][NH:6]1.[CH2:8]([N:9]=[C:10]=[N:11][CH2:12][CH2:13][CH2:14][N:15]([CH3:16])[CH3:17])[CH3:18].[CH3:22][O:23][C:24]1=[C:29]([O:30][CH3:31])[C:28](=[O:32])[C:27]([CH2:33][c:34]2[cH:35][cH:36][c:37]([O:43][CH3:44])[c:38]([C:39](=[O:40])[OH:41])[cH:42]2)=[C:26]([CH3:45])[C:25]1=[O:46].[ClH:7].[OH2:47]>>[CH2:1]1[CH2:2][O:3][CH2:4][CH2:5][N:6]1[C:39]([c:38]1[c:37]([O:43][CH3:44])[cH:36][cH:35][c:34]([CH2:33][C:27]2=[C:26]([CH3:45])[C:25](=[O:46])[C:24]([O:23][CH3:22])=[C:29]([O:30][CH3:31])[C:28]2=[O:32])[cH:42]1)=[O:40].